Task: describe an organic reaction: reactants, conditions, products, and yield. Dataset: the Open Reaction Database (ORD), a public repository of structured organic reaction records Starting materials: Cl.C1(=CC=CC=C1)C(CNC1=C2N=CNC2=NC(=N1)CNS(=O)(=O)CC(C)C)C1=CC=CC=C1 (N-({6-[(2,2-diphenylethyl)amino]-9H-purin-2-yl}methyl)-2-methyl-1-propanesulphonamide hydrochloride), C(C1=CC=CC=C1)(=O)O[C@@H]1O[C@@H]([C@H]([C@H]1OC(C1=CC=CC=C1)=O)OC(C1=CC=CC=C1)=O)C=1N=NN(C1)CC ((2S,3R,4R, 5R)-3,4-bis(benzoyloxy)-5-(1-ethyl-1H-1,2,3-triazol-4-yl)tetrahydro-2-furanyl benzoate). The product is C(C1=CC=CC=C1)(=O)O[C@@H]1[C@H](O[C@H]([C@@H]1OC(C1=CC=CC=C1)=O)N1C2=NC(=NC(=C2N=C1)NCC(C1=CC=CC=C1)C1=CC=CC=C1)CNS(=O)(=O)CC(C)C)C=1N=NN(C1)CC ((2R,3R,4R,5R)-4-(Benzoyloxy)-5-(6-[(2,2-diphenylethyl)amino]-2-{[(isobutylsulphonyl)amino]methyl}-9H-purin-9-yl)-2-(1-ethyl-1H-1,2,3-triazol-4-yl)tetrahydro-3-furanyl benzoate). RXN SMILES: Cl.[C:2]1([CH:8]([C:29]2[CH:34]=[CH:33][CH:32]=[CH:31][CH:30]=2)[CH2:9][NH:10][C:11]2[N:19]=[C:18]([CH2:20][NH:21][S:22]([CH2:25][CH:26]([CH3:28])[CH3:27])(=[O:24])=[O:23])[N:17]=[C:16]3[C:12]=2[N:13]=[CH:14][NH:15]3)[CH:7]=[CH:6][CH:5]=[CH:4][CH:3]=1.C(O[C@H:44]1[C@H:48]([O:49][C:50](=[O:57])[C:51]2[CH:56]=[CH:55][CH:54]=[CH:53][CH:52]=2)[C@H:47]([O:58][C:59](=[O:66])[C:60]2[CH:65]=[CH:64][CH:63]=[CH:62][CH:61]=2)[C@@H:46]([C:67]2[N:68]=[N:69][N:70]([CH2:72][CH3:73])[CH:71]=2)[O:45]1)(=O)C1C=CC=CC=1>>[C:59]([O:58][C@H:47]1[C@@H:48]([O:49][C:50](=[O:57])[C:51]2[CH:56]=[CH:55][CH:54]=[CH:53][CH:52]=2)[C@H:44]([N:15]2[CH:14]=[N:13][C:12]3[C:16]2=[N:17][C:18]([CH2:20][NH:21][S:22]([CH2:25][CH:26]([CH3:28])[CH3:27])(=[O:23])=[O:24])=[N:19][C:11]=3[NH:10][CH2:9][CH:8]([C:2]2[CH:3]=[CH:4][CH:5]=[CH:6][CH:7]=2)[C:29]2[CH:30]=[CH:31][CH:32]=[CH:33][CH:34]=2)[O:45][C@@H:46]1[C:67]1[N:68]=[N:69][N:70]([CH2:72][CH3:73])[CH:71]=1)(=[O:66])[C:60]1[CH:61]=[CH:62][CH:63]=[CH:64][CH:65]=1 |f:0.1|. Procedure: Prepared by the same method as Preparation 26 from N-({6-[(2,2-diphenylethyl)amino]-9H-purin-2-yl}methyl)-2-methyl-1-propanesulphonamide hydrochloride (Preparation 8) and (2S,3R,4R, 5R)-3,4-bis(benzoyloxy)-5-(1-ethyl-1H-1,2,3-triazol-4-yl)tetrahydro-2-furanyl benzoate (Preparation 25). Reactants: O=C(Cl)OCc1ccccc1, ClCCl, [K+], [K+], Cc1ccc(N)cc1C1CCN(C(=O)OC(C)(C)C)CC1, O=C([O-])[O-], C1CCOC1. The product is Cc1ccc(NC(=O)OCc2ccccc2)cc1C1CCN(C(=O)OC(C)(C)C)CC1. RXN SMILES: [Cl:1][C:2](=[O:3])[O:4][CH2:5][c:6]1[cH:7][cH:8][cH:9][cH:10][cH:11]1.[Cl:39][CH2:40][Cl:41].[K+:33].[K+:34].[NH2:12][c:13]1[cH:14][c:15]([CH:20]2[CH2:21][CH2:22][N:23]([C:26](=[O:27])[O:28][C:29]([CH3:30])([CH3:31])[CH3:32])[CH2:24][CH2:25]2)[c:16]([CH3:19])[cH:17][cH:18]1.[O-:35][C:36]([O-:37])=[O:38].[O:42]1[CH2:43][CH2:44][CH2:45][CH2:46]1>>[C:2](=[O:3])([O:4][CH2:5][c:6]1[cH:7][cH:8][cH:9][cH:10][cH:11]1)[NH:12][c:13]1[cH:14][c:15]([CH:20]2[CH2:21][CH2:22][N:23]([C:26](=[O:27])[O:28][C:29]([CH3:30])([CH3:31])[CH3:32])[CH2:24][CH2:25]2)[c:16]([CH3:19])[cH:17][cH:18]1. The reactants are NC1=NC(=C(C(=N1)S(=O)C)C#N)N1N=CC=C1 (2-amino-4-methanesulfinyl-6-pyrazol-1-yl-pyrimidine-5-carbonitrile), Cl.Cl.C1=NC(=CC2=CC=CC=C12)CN (C-isoquinolin-3-yl-methylamine dihydrochloride), C1CCC2=NCCCN2CC1 (DBU). Run in COCCOC (DME). The product is NC1=NC(=C(C(=N1)NCC=1N=CC2=CC=CC=C2C1)C#N)N1N=CC=C1 (2-Amino-4-[(isoquinolin-3-yl-methyl)-amino]-6-pyrazol-1-yl-pyrimidine-5-carbonitrile). RXN SMILES: [NH2:1][C:2]1[N:7]=[C:6](S(C)=O)[C:5]([C:11]#[N:12])=[C:4]([N:13]2[CH:17]=[CH:16][CH:15]=[N:14]2)[N:3]=1.Cl.Cl.[CH:20]1[C:29]2[C:24](=[CH:25][CH:26]=[CH:27][CH:28]=2)[CH:23]=[C:22]([CH2:30][NH2:31])[N:21]=1.C1CCN2C(=NCCC2)CC1>COCCOC>[NH2:1][C:2]1[N:7]=[C:6]([NH:31][CH2:30][C:22]2[N:21]=[CH:20][C:29]3[C:24]([CH:23]=2)=[CH:25][CH:26]=[CH:27][CH:28]=3)[C:5]([C:11]#[N:12])=[C:4]([N:13]2[CH:17]=[CH:16][CH:15]=[N:14]2)[N:3]=1 |f:1.2.3|. Procedure details: From 2-amino-4-methanesulfinyl-6-pyrazol-1-yl-pyrimidine-5-carbonitrile, C-isoquinolin-3-yl-methylamine dihydrochloride and DBU in DME. ES-MS m/e (%): 343 (M+H+, 100). RXN SMILES: [NH2:1][C:2]1[CH:30]=[CH:29][C:5]([C:6]([N:8]2[CH2:13][CH2:12][N:11]([CH2:14][C:15]3[CH:16]=[C:17]([CH:25]=[CH:26][CH:27]=3)[C:18]([NH:20][C:21]([CH3:24])([CH3:23])[CH3:22])=[O:19])[C@H:10]([CH3:28])[CH2:9]2)=[O:7])=[CH:4][C:3]=1[F:31].Cl[C:33](OC1C=CC([N+]([O-])=O)=CC=1)=[O:34].[CH:45]1([CH2:48][NH2:49])[CH2:47][CH2:46]1.O>ClCCl>[C:21]([NH:20][C:18](=[O:19])[C:17]1[CH:25]=[CH:26][CH:27]=[C:15]([CH2:14][N:11]2[CH2:12][CH2:13][N:8]([C:6](=[O:7])[C:5]3[CH:29]=[CH:30][C:2]([NH:1][C:33]([NH:49][CH2:48][CH:45]4[CH2:47][CH2:46]4)=[O:34])=[C:3]([F:31])[CH:4]=3)[CH2:9][C@H:10]2[CH3:28])[CH:16]=1)([CH3:23])([CH3:22])[CH3:24]. Procedure: (R)-3-((4-(4-Amino-3-fluorobenzoyl)-2-methylpiperazin-1-yl)methyl)-N-tert-butylbenzamide (119 mg, 0.275 mmol) and 4-nitrophenol chloroformate (56 mg, 0.275 mmol) were combined and stirred in dichloromethane for 1 hour. Cyclopropanemethylamine (56.8 mg, 0.8 mmol, 0.0694 mL) was added and the reaction was stirred for a further 30 minutes. Water was added and the reaction mixture was flushed through a hydrophobic frit. The organic phase was concentrated under reduced pressure and purified by basic ... Run at time 30 minute. Isolated yield 13.7%. Reactants: NC1=C(C=C(C(=O)N2C[C@H](N(CC2)CC=2C=C(C(=O)NC(C)(C)C)C=CC2)C)C=C1)F ((R)-3-((4-(4-Amino-3-fluorobenzoyl)-2-methylpiperazin-1-yl)methyl)-N-tert-butylbenzamide), O (Water), ClC(=O)OC1=CC=C(C=C1)[N+](=O)[O-] (4-nitrophenol chloroformate), C1(CC1)CN (Cyclopropanemethylamine). The solvent is ClCCl (dichloromethane). Product: C(C)(C)(C)NC(C1=CC(=CC=C1)CN1[C@@H](CN(CC1)C(C1=CC(=C(C=C1)NC(=O)NCC1CC1)F)=O)C)=O ((R)—N-tert-Butyl-3-((4-(4-(3-(cyclopropylmethyl)ureido)-3-fluorobenzoyl)-2-methylpiperazin-1-yl)methyl)benzamide). The reactants are O=C([O-])[O-], Cc1c(Cl)nnc(Cc2ccccc2)c1C, CC(C)(C)OC(=O)N1CC=C(B2OC(C)(C)C(C)(C)O2)CC1, [K+], [K+], CN(C)C=O, c1ccc(P(c2ccccc2)(c2ccccc2)[Pd](P(c2ccccc2)(c2ccccc2)c2ccccc2)(P(c2ccccc2)(c2ccccc2)c2ccccc2)P(c2ccccc2)(c2ccccc2)c2ccccc2)cc1. Yields the product Cc1c(Cc2ccccc2)nnc(C2=CCN(C(=O)OC(C)(C)C)CC2)c1C. RXN SMILES: [C:39](=[O:40])([O-:41])[O-:42].[CH2:1]([c:2]1[cH:3][cH:4][cH:5][cH:6][cH:7]1)[c:8]1[n:9][n:10][c:11]([Cl:16])[c:12]([CH3:15])[c:13]1[CH3:14].[CH3:17][C:18]1([CH3:19])[C:20]([CH3:21])([CH3:22])[O:23][B:24]([C:25]2=[CH:26][CH2:27][N:28]([C:31](=[O:32])[O:33][C:34]([CH3:35])([CH3:36])[CH3:37])[CH2:29][CH2:30]2)[O:38]1.[K+:43].[K+:44].[O:45]=[CH:46][N:47]([CH3:48])[CH3:49].[cH:50]1[cH:51][cH:52][c:53]([P:54]([Pd:55]([P:56]([c:57]2[cH:58][cH:59][cH:60][cH:61][cH:62]2)([c:63]2[cH:64][cH:65][cH:66][cH:67][cH:68]2)[c:69]2[cH:70][cH:71][cH:72][cH:73][cH:74]2)([P:75]([c:76]2[cH:77][cH:78][cH:79][cH:80][cH:81]2)([c:82]2[cH:83][cH:84][cH:85][cH:86][cH:87]2)[c:88]2[cH:89][cH:90][cH:91][cH:92][cH:93]2)[P:94]([c:95]2[cH:96][cH:97][cH:98][cH:99][cH:100]2)([c:101]2[cH:102][cH:103][cH:104][cH:105][cH:106]2)[c:107]2[cH:108][cH:109][cH:110][cH:111][cH:112]2)([c:113]2[cH:114][cH:115][cH:116][cH:117][cH:118]2)[c:119]2[cH:120][cH:121][cH:122][cH:123][cH:124]2)[cH:125][cH:126]1>>[CH2:1]([c:2]1[cH:3][cH:4][cH:5][cH:6][cH:7]1)[c:8]1[n:9][n:10][c:11]([C:25]2=[CH:26][CH2:27][N:28]([C:31](=[O:32])[O:33][C:34]([CH3:35])([CH3:36])[CH3:37])[CH2:29][CH2:30]2)[c:12]([CH3:15])[c:13]1[CH3:14].